Task: describe an organic reaction: reactants, conditions, products, and yield. Dataset: the Open Reaction Database (ORD), a public repository of structured organic reaction records Product: O=C(O)C1(C(=O)Nc2cccc3cnccc23)Cc2ccccc2C1. The reactants are CCOC(=O)C1(C(=O)Nc2cccc3cnccc23)Cc2ccccc2C1, C1COCCO1, CO, CO, ClCCl, ClCCl, O. As a reaction SMILES: [CH2:1]([CH3:2])[O:3][C:4](=[O:5])[C:6]1([C:15]([NH:16][c:17]2[c:18]3[cH:19][cH:20][n:21][cH:22][c:23]3[cH:24][cH:25][cH:26]2)=[O:27])[CH2:7][c:8]2[cH:9][cH:10][cH:11][cH:12][c:13]2[CH2:14]1.[CH2:28]1[O:29][CH2:30][CH2:31][O:32][CH2:33]1.[CH3:34][OH:35].[CH3:40][OH:41].[Cl:37][CH2:38][Cl:39].[Cl:42][CH2:43][Cl:44].[OH2:36]>>[O:3]=[C:4]([OH:5])[C:6]1([C:15]([NH:16][c:17]2[c:18]3[cH:19][cH:20][n:21][cH:22][c:23]3[cH:24][cH:25][cH:26]2)=[O:27])[CH2:7][c:8]2[cH:9][cH:10][cH:11][cH:12][c:13]2[CH2:14]1.